Task: describe an organic reaction: reactants, conditions, products, and yield. Dataset: the Open Reaction Database (ORD), a public repository of structured organic reaction records Reactants: C(=O)=O (carbon dioxide), BrC1=CC=CC2=C(C=CC=C12)C(=C)C (1-bromo-5-(1-methylethenyl)-naphthalene), C(C)[Mg]Br (ethyl magnesium bromide). The solvent is C(C)OCC (diethyl ether), C(C)OCC (diethyl ether), C(C)OCC (diethyl ether). Reaction conditions: temperature 20 celsius, time 18 hour. Yields the product CC(=C)C1=C2C=CC=C(C2=CC=C1)C(=O)O (5-(1-Methylethenyl)-1-naphthalenecarboxylic Acid). Reaction SMILES: Br[C:2]1[C:11]2[C:6](=[C:7]([C:12]([CH3:14])=[CH2:13])[CH:8]=[CH:9][CH:10]=2)[CH:5]=[CH:4][CH:3]=1.C([Mg]Br)C.[C:19](=[O:21])=[O:20]>C(OCC)C>[CH3:14][C:12]([C:7]1[CH:8]=[CH:9][CH:10]=[C:11]2[C:6]=1[CH:5]=[CH:4][CH:3]=[C:2]2[C:19]([OH:21])=[O:20])=[CH2:13]. Procedure details: In a nitrogen atmosphere, a solution of 1-bromo-5-(1-methylethenyl)-naphthalene [14.21 g, described by W. F. Short and H. Wang, J. Chem. Soc., 991 (1950)] in diethyl ether (140 ml) was added dropwise to a mixture of ethyl magnesium bromide (prepared from 2.94 g of magnesium and 4.29 ml of ethyl bromide) in diethyl ether (30 ml) at 0° C. The mixture was stirred at 20° C. for 18 hr and then heated at reflux for 1 hr. The cooled solution was poured onto an excess of solid carbon dioxide. The mixtur... Starting materials: COC1=C(C=C(C=C1)C)C1CC(CC(C1)(C)C)(C)C (1-methoxy-4-methyl-2-(3,3,5,5-tetramethylcyclohexyl)benzene), Br (hydrobromic acid), C(C)(=O)OCC (ethyl acetate), C(O)([O-])=O.[Na+] (sodium hydrogencarbonate). Solvent: C(C)(=O)O (acetic acid). Product: CC1=CC(=C(C=C1)O)C1CC(CC(C1)(C)C)(C)C (4-Methyl-2-(3,3,5,5-tetramethylcyclohexyl)phenol). The yield is 47.6%. RXN SMILES: C[O:2][C:3]1[CH:8]=[CH:7][C:6]([CH3:9])=[CH:5][C:4]=1[CH:10]1[CH2:15][C:14]([CH3:17])([CH3:16])[CH2:13][C:12]([CH3:19])([CH3:18])[CH2:11]1.Br.C(=O)([O-])O.[Na+].C(OCC)(=O)C>C(O)(=O)C>[CH3:9][C:6]1[CH:7]=[CH:8][C:3]([OH:2])=[C:4]([CH:10]2[CH2:15][C:14]([CH3:17])([CH3:16])[CH2:13][C:12]([CH3:19])([CH3:18])[CH2:11]2)[CH:5]=1 |f:2.3|. Procedure details: To a solution of 1-methoxy-4-methyl-2-(3,3,5,5-tetramethylcyclohexyl)benzene (1.0 g, 3.84 mmol) produced in Example (104b) in acetic acid (5 mL) was added 48% hydrobromic acid (10 mL, 59.3 mmol), followed by reflux for 12 hours. Saturated aqueous solution of sodium hydrogencarbonate was added to the cooled reaction mixture, and extraction was performed with ethyl acetate. The organic layer was dried over anhydrous magnesium sulfate and the filtrate was concentrated under reduced pressure to give...